This data is from the Open Reaction Database (ORD), a public repository of structured organic reaction records. The task is: describe an organic reaction: reactants, conditions, products, and yield Starting materials: C(C=1C(C(=O)O)=CC(C(=O)O)=CC1)(=O)O (trimellitic acid), C(=O)C1=CC2=CC=C(C=C2C=C1)C(=O)O (2-formyl-6-naphthoic acid), C1=C(C=CC2=CC=CC=C12)C(=O)O (2-naphthoic acid), C1=C(C=CC2=CC(=CC=C12)C(=O)O)C(=O)O (2,6-naphthalenedicarboxylic acid), BrC1=C(C=CC2=CC(=CC=C12)C(=O)O)C(=O)O (bromo-2,6-naphthalenedicarboxylic acid). Product: CC1=CC2=CC=C(C=C2C=C1)C (2,6-dimethylnaphthalene). As a reaction SMILES: C(O)(=O)C1C(=CC(=CC=1)C(O)=O)C(O)=O.[CH:16]1[C:25]2[C:20](=[CH:21][C:22]([C:26](O)=O)=[CH:23][CH:24]=2)[CH:19]=[CH:18][C:17]=1[C:29](O)=O.BrC1C2C(=CC(C(O)=O)=CC=2)C=CC=1C(O)=O.C(C1C=CC2C(=CC=C(C(O)=O)C=2)C=1)=O.C1C2C(=CC=CC=2)C=CC=1C(O)=O>>[CH3:26][C:22]1[CH:23]=[CH:24][C:25]2[C:20](=[CH:19][CH:18]=[C:17]([CH3:29])[CH:16]=2)[CH:21]=1. Procedure: In the following Examples, "TMLA" is trimellitic acid, "2,6-NDA" is 2,6-naphthalenedicarboxylic acid, "Br-NDA" is bromo-2,6-naphthalenedicarboxylic acid, "FNA" is 2-formyl-6-naphthoic acid and "2-NA" is 2-naphthoic acid. "Reactor Yield" or "Molar Reactor Yield," is the percent yield of each component listed in the oxidation reactor effluent and based on the moles of the component produced relative to the moles of 2,6-dimethylnaphthalene feedstock added. The values reported for carbon monoxide an... The reactants are C1(=CC=CC2=CC=CC=C12)NC#N (1-naphthyl cyanamide), CNC1=CC(=CC=C1)I (N-methyl-3-iodo aniline), Cl (HCl). Product: Cl.C1(=CC=CC2=CC=CC=C12)NC(=N)N(C)C1=CC(=CC=C1)I (N-(1-naphthyl)-N'-(3-iodophenyl)-N'-methyl guanidine HCl). RXN SMILES: [C:1]1([NH:11][C:12]#[N:13])[C:10]2[C:5](=[CH:6][CH:7]=[CH:8][CH:9]=2)[CH:4]=[CH:3][CH:2]=1.[CH3:14][NH:15][C:16]1[CH:21]=[CH:20][CH:19]=[C:18]([I:22])[CH:17]=1.[ClH:23]>>[ClH:23].[C:1]1([NH:11][C:12]([N:15]([C:16]2[CH:21]=[CH:20][CH:19]=[C:18]([I:22])[CH:17]=2)[CH3:14])=[NH:13])[C:10]2[C:5](=[CH:6][CH:7]=[CH:8][CH:9]=2)[CH:4]=[CH:3][CH:2]=1 |f:3.4|. Procedure: N-(1-naphthyl)-N'-(3-iodophenyl)-N'-methyl guanidine HCl was prepared from 1-naphthyl cyanamide and N-methyl-3-iodo aniline.HCl by the method similar to the one described in Example 10.C. Yields the product CCOC(=O)C(CC(C)C)c1cc([N+](=O)[O-])c(OCC2CC2)c(C(F)(F)F)c1. Reactants: CCOC(=O)C(CC(C)C)c1cc([N+](=O)[O-])c(O)c(C(F)(F)F)c1, C1CCOC1, OCC1CC1, CCOC(=O)N=NC(=O)OCC, c1ccc(P(c2ccccc2)c2ccccc2)cc1. RXN SMILES: [CH2:1]([CH3:2])[O:3][C:4]([CH:5]([CH2:6][CH:7]([CH3:8])[CH3:9])[c:10]1[cH:11][c:12]([N+:21](=[O:22])[O-:23])[c:13]([OH:20])[c:14]([C:16]([F:17])([F:18])[F:19])[cH:15]1)=[O:24].[CH2:61]1[O:62][CH2:63][CH2:64][CH2:65]1.[CH:25]1([CH2:28][OH:29])[CH2:26][CH2:27]1.[O:49]=[C:50]([O:51][CH2:52][CH3:53])[N:54]=[N:55][C:56]([O:57][CH2:58][CH3:59])=[O:60].[c:30]1([P:31]([c:32]2[cH:33][cH:34][cH:35][cH:36][cH:37]2)[c:38]2[cH:39][cH:40][cH:41][cH:42][cH:43]2)[cH:44][cH:45][cH:46][cH:47][cH:48]1>>[CH2:1]([CH3:2])[O:3][C:4]([CH:5]([CH2:6][CH:7]([CH3:8])[CH3:9])[c:10]1[cH:11][c:12]([N+:21](=[O:22])[O-:23])[c:13]([O:20][CH2:28][CH:25]2[CH2:26][CH2:27]2)[c:14]([C:16]([F:17])([F:18])[F:19])[cH:15]1)=[O:24]. Reactants: OC=1C(N(C2=CC=CC=C2C1C(=O)OCC)C)=O (ethyl 3-hydroxy-1-methyl-2-oxo-1,2-dihydroquinoline-4-carboxylate), FC=1C=C2C(C(NC2=CC1)=O)=O (5-fluoroindoline-2,3-dione). Yields the product FC=1C=C2C(=C(C(NC2=CC1)=O)O)C(=O)OCC (ethyl 6-fluoro-3-hydroxy-2-oxo-1,2-dihydroquinoline-4-carboxylate). RXN SMILES: [OH:1][C:2]1[C:3](=[O:18])[N:4](C)[C:5]2[C:10]([C:11]=1[C:12]([O:14][CH2:15][CH3:16])=[O:13])=[CH:9][CH:8]=[CH:7][CH:6]=2.[F:19]C1C=C2C(=CC=1)NC(=O)C2=O>>[F:19][C:8]1[CH:9]=[C:10]2[C:5](=[CH:6][CH:7]=1)[NH:4][C:3](=[O:18])[C:2]([OH:1])=[C:11]2[C:12]([O:14][CH2:15][CH3:16])=[O:13]. Procedure: Intermediate 21 was prepared as a white powder following the procedure described for Intermediate 16 by replacing indoline-2,3-dione with 5-fluoroindoline-2,3-dione. LC-MS (ESI) m/z 251.9 (M+H), RT=1.74 min (Method B). Product: NC(=O)NC1CCC(O)c2sccc21. Starting materials: [BH4-], CCO, [Na+], NC(=O)NC1CCC(=O)c2sccc21, O. RXN SMILES: [BH4-:15].[CH3:18][CH2:19][OH:20].[Na+:16].[O:1]=[C:2]1[CH2:3][CH2:4][CH:5]([NH:11][C:12](=[O:13])[NH2:14])[c:6]2[c:7]1[s:8][cH:9][cH:10]2.[OH2:17]>>[OH:1][CH:2]1[CH2:3][CH2:4][CH:5]([NH:11][C:12](=[O:13])[NH2:14])[c:6]2[c:7]1[s:8][cH:9][cH:10]2. Starting materials: N1(CCC1)C[C@@H](N)C1=CC(=C(C=C1)Cl)OC ((S)-2-(azetidin-1-yl)-1-(4-chloro-3-methoxyphenyl)ethanamine), OC=1C2=C(N=NN1)C(=CC=C2)C(=O)N (4-hydroxybenzo[d][1,2,3]-triazine-8-carboxamide). Yields the product N1(CCC1)C[C@H](C1=CC(=C(C=C1)Cl)OC)NC=1C2=C(N=NN1)C(=CC=C2)C(=O)N ((S)-4-((2-(azetidin-1-yl)-1-(4-chloro-3-methoxyphenyl)ethyl)amino)-benzo[d][1,2,3]triazine-8-carboxamide). As a reaction SMILES: [N:1]1([CH2:5][C@H:6]([C:8]2[CH:13]=[CH:12][C:11]([Cl:14])=[C:10]([O:15][CH3:16])[CH:9]=2)[NH2:7])[CH2:4][CH2:3][CH2:2]1.O[C:18]1[C:19]2[CH:27]=[CH:26][CH:25]=[C:24]([C:28]([NH2:30])=[O:29])[C:20]=2[N:21]=[N:22][N:23]=1>>[N:1]1([CH2:5][C@@H:6]([NH:7][C:18]2[C:19]3[CH:27]=[CH:26][CH:25]=[C:24]([C:28]([NH2:30])=[O:29])[C:20]=3[N:21]=[N:22][N:23]=2)[C:8]2[CH:13]=[CH:12][C:11]([Cl:14])=[C:10]([O:15][CH3:16])[CH:9]=2)[CH2:4][CH2:3][CH2:2]1. Reported procedure: Compound 10 was prepared following general synthetic scheme 7 wherein (S)-2-(azetidin-1-yl)-1-(4-chloro-3-methoxyphenyl)ethanamine was reacted with 4-hydroxybenzo[d][1,2,3]-triazine-8-carboxamide to give the title compound. LC-MS [413 (M+1)], 1H NMR (400 MHz, DMSO-d6): δ 10.01 (s, 1H), 9.29 (s, 1H), 9.08 (d, 1H), 8.58 (d, 2H), 8.08 (t, 2H), 7.44 (d, 2H), 7.15 (dd, 1H), 6.05-6.00 (m, 1H), 4.44-4.41 (m, 1H), 4.26-4.22 (m, 1H), 4.21-4.05 (m, 2H), 3.89 (s, 3H), 3.80-3.74 (m, 3H), 2.49-2.40 (m, 2H). Starting materials: CCOC(=S)[S-], CC(=O)[O-], Cl, [K+], [K+], O=N[O-], Nc1cc(C(F)(F)F)ccc1C(=O)O, [Na+], [Na+], [OH-], O. The product is O=C(O)c1ccc(C(F)(F)F)cc1S. RXN SMILES: [C:27]([S-:28])(=[S:29])[O:30][CH2:31][CH3:32].[CH3:23][C:24](=[O:25])[O-:26].[ClH:21].[K+:22].[K+:33].[N:17]([O-:18])=[O:19].[NH2:1][c:2]1[c:3]([C:4](=[O:5])[OH:6])[cH:7][cH:8][c:9]([C:11]([F:12])([F:13])[F:14])[cH:10]1.[Na+:16].[Na+:20].[OH-:15].[OH2:34]>>[c:2]1([SH:28])[c:3]([C:4](=[O:5])[OH:6])[cH:7][cH:8][c:9]([C:11]([F:12])([F:13])[F:14])[cH:10]1. Starting materials: CN(C)C=NS(=O)(=O)c1ccccc1-c1ccc(CN)cc1, CO, Cl. The product is Cl, NCc1ccc(-c2ccccc2S(N)(=O)=O)cc1. Reaction SMILES: [CH3:1][N:2]([CH:3]=[N:5][S:6](=[O:7])(=[O:8])[c:9]1[c:10](-[c:15]2[cH:16][cH:17][c:18]([CH2:21][NH2:22])[cH:19][cH:20]2)[cH:11][cH:12][cH:13][cH:14]1)[CH3:4].[CH3:24][OH:25].[ClH:23]>>[ClH:23].[NH2:5][S:6](=[O:7])(=[O:8])[c:9]1[c:10](-[c:15]2[cH:16][cH:17][c:18]([CH2:21][NH2:22])[cH:19][cH:20]2)[cH:11][cH:12][cH:13][cH:14]1. The reactants are C1CCOC1, CI, O=C(Nc1ccc(N2CCSCC2)cc1)C(=O)c1c(-c2ccccc2)cc2ccccn12. Product: C[S+]1CCN(c2ccc(NC(=O)C(=O)c3c(-c4ccccc4)cc4ccccn34)cc2)CC1, [I-]. As a reaction SMILES: [CH2:35]1[O:36][CH2:37][CH2:38][CH2:39]1.[CH3:1][I:2].[O:3]=[C:4]([C:5](=[O:6])[NH:7][c:8]1[cH:9][cH:10][c:11]([N:14]2[CH2:15][CH2:16][S:17][CH2:18][CH2:19]2)[cH:12][cH:13]1)[c:20]1[c:21](-[c:29]2[cH:30][cH:31][cH:32][cH:33][cH:34]2)[cH:22][c:23]2[cH:24][cH:25][cH:26][cH:27][n:28]12>>[CH3:1][S+:17]1[CH2:16][CH2:15][N:14]([c:11]2[cH:10][cH:9][c:8]([NH:7][C:5]([C:4](=[O:3])[c:20]3[c:21](-[c:29]4[cH:30][cH:31][cH:32][cH:33][cH:34]4)[cH:22][c:23]4[cH:24][cH:25][cH:26][cH:27][n:28]34)=[O:6])[cH:13][cH:12]2)[CH2:19][CH2:18]1.[I-:2]. Reactants: [BH4-], CCO, CO, CN(C)CCCSCC(=O)C1(c2ccc(Cl)c(Cl)c2)CCC1, Cl, [Na+], O. The product is CN(C)CCCSCC(O)C1(c2ccc(Cl)c(Cl)c2)CCC1. Reaction SMILES: [BH4-:1].[CH3:26][CH2:27][OH:28].[CH3:29][OH:30].[Cl:3][c:4]1[cH:5][c:6]([C:11]2([C:15]([CH2:16][S:17][CH2:18][CH2:19][CH2:20][N:21]([CH3:22])[CH3:23])=[O:24])[CH2:12][CH2:13][CH2:14]2)[cH:7][cH:8][c:9]1[Cl:10].[ClH:25].[Na+:2].[OH2:31]>>[Cl:3][c:4]1[cH:5][c:6]([C:11]2([CH:15]([CH2:16][S:17][CH2:18][CH2:19][CH2:20][N:21]([CH3:22])[CH3:23])[OH:24])[CH2:12][CH2:13][CH2:14]2)[cH:7][cH:8][c:9]1[Cl:10].